This data is from the Open Reaction Database (ORD), a public repository of structured organic reaction records. The task is: describe an organic reaction: reactants, conditions, products, and yield The reactants are C[Si](C)(C)[N-][Si](C)(C)C.[K+] (potassium bis(trimethylsilyl)amide), C(=O)([O-])[O-].[K+].[K+] (K2CO3), ClC1=C(C=C(C=C1)NC=1NC(=NN1)C1=CC=C(C=C1)O)C(F)(F)F (4-[5-(4-chloro-3-trifluoromethyl-phenylamino)-4H[1,2,4]triazol-3-yl]-phenol), NC=1N=NC(=CC1)Cl (3-amino-6-chloro-pyridazine). Solvent: CN(C)C=O (DMF), CO (MeOH). Run at temperature 80 celsius. Product: FC(C(=O)O)(F)F.ClC1=C(C=C(C=C1)NC=1NC(=NN1)C1=CC=C(OC2=CC=C(N=N2)N)C=C1)C(F)(F)F (6-{4-[5-(4-chloro-3-trifluoromethyl-phenylamino)-4H-[1,2,4]triazol-3-yl]-phenoxy}-pyridazin-3-ylamine trifluoroacetic acid salt). Yield: 19.2%. As a reaction SMILES: [Cl:1][C:2]1[CH:7]=[CH:6][C:5]([NH:8][C:9]2[NH:10][C:11]([C:14]3[CH:19]=[CH:18][C:17]([OH:20])=[CH:16][CH:15]=3)=[N:12][N:13]=2)=[CH:4][C:3]=1[C:21]([F:24])([F:23])[F:22].C[Si]([N-][Si](C)(C)C)(C)C.[K+].[NH2:35][C:36]1[N:37]=[N:38][C:39](Cl)=[CH:40][CH:41]=1.[C:43]([O-:46])([O-])=[O:44].[K+].[K+]>CN(C=O)C.CO>[F:22][C:21]([F:24])([F:23])[C:43]([OH:46])=[O:44].[Cl:1][C:2]1[CH:7]=[CH:6][C:5]([NH:8][C:9]2[NH:10][C:11]([C:14]3[CH:15]=[CH:16][C:17]([O:20][C:39]4[N:38]=[N:37][C:36]([NH2:35])=[CH:41][CH:40]=4)=[CH:18][CH:19]=3)=[N:12][N:13]=2)=[CH:4][C:3]=1[C:21]([F:22])([F:23])[F:24] |f:1.2,4.5.6,9.10|. Procedure details: 4-[5-(4-chloro-3-trifluoromethyl-phenylamino)-4H[1,2,4]triazol-3-yl]-phenol (120.0 mg, 0.338 mmol) was dissolved in 3 mL of anhydrous DMF in a 5 mL microwave vial (Personal Chemistry). Solid potassium bis(trimethylsilyl)amide (81.0 mg, 0.406 mmol) was added and the reaction mixture was stirred with heating at 80° C. for 15 min, then 3-amino-6-chloro-pyridazine (48.2 mg, 0.372 mmol) was added, followed by anhydrous K2CO3 (46.7 mg, 0.338 mmol). Then the vial was capped and microwaved at 200° C. fo... Starting materials: Cc1oc(Br)cc1C=O, COCCOC, [Na+], [Na+], O=C([O-])[O-], O, OB(O)c1ccc(O)cc1, c1ccc(P(c2ccccc2)(c2ccccc2)[Pd](P(c2ccccc2)(c2ccccc2)c2ccccc2)(P(c2ccccc2)(c2ccccc2)c2ccccc2)P(c2ccccc2)(c2ccccc2)c2ccccc2)cc1. Product: Cc1oc(-c2ccc(O)cc2)cc1C=O. Reaction SMILES: [Br:1][c:2]1[cH:3][c:4]([CH:8]=[O:9])[c:5]([CH3:7])[o:6]1.[CH3:26][O:27][CH2:28][CH2:29][O:30][CH3:31].[Na+:20].[Na+:21].[O-:22][C:23](=[O:24])[O-:25].[OH2:109].[OH:10][c:11]1[cH:12][cH:13][c:14]([B:17]([OH:18])[OH:19])[cH:15][cH:16]1.[cH:32]1[cH:33][cH:34][c:35]([P:36]([Pd:37]([P:38]([c:39]2[cH:40][cH:41][cH:42][cH:43][cH:44]2)([c:45]2[cH:46][cH:47][cH:48][cH:49][cH:50]2)[c:51]2[cH:52][cH:53][cH:54][cH:55][cH:56]2)([P:57]([c:58]2[cH:59][cH:60][cH:61][cH:62][cH:63]2)([c:64]2[cH:65][cH:66][cH:67][cH:68][cH:69]2)[c:70]2[cH:71][cH:72][cH:73][cH:74][cH:75]2)[P:76]([c:77]2[cH:78][cH:79][cH:80][cH:81][cH:82]2)([c:83]2[cH:84][cH:85][cH:86][cH:87][cH:88]2)[c:89]2[cH:90][cH:91][cH:92][cH:93][cH:94]2)([c:95]2[cH:96][cH:97][cH:98][cH:99][cH:100]2)[c:101]2[cH:102][cH:103][cH:104][cH:105][cH:106]2)[cH:107][cH:108]1>>[c:2]1(-[c:14]2[cH:13][cH:12][c:11]([OH:10])[cH:16][cH:15]2)[cH:3][c:4]([CH:8]=[O:9])[c:5]([CH3:7])[o:6]1. Starting materials: CC(C)c1nc2ccccc2n1-c1nc(N2CCOCC2)c2nc(C=C3CN(C(=O)OC(C)(C)C)C3)n(C)c2n1, CC(=O)O, CCO. The product is CC(C)c1nc2ccccc2n1-c1nc(N2CCOCC2)c2nc(CC3CN(C(=O)OC(C)(C)C)C3)n(C)c2n1. Reaction SMILES: [C:1]([CH3:2])([CH3:3])([CH3:4])[O:5][C:6](=[O:7])[N:8]1[CH2:9][C:10](=[CH:12][c:13]2[n:14]([CH3:40])[c:15]3[n:16][c:17](-[n:28]4[c:29]([CH:37]([CH3:38])[CH3:39])[n:30][c:31]5[c:32]4[cH:33][cH:34][cH:35][cH:36]5)[n:18][c:19]([N:22]4[CH2:23][CH2:24][O:25][CH2:26][CH2:27]4)[c:20]3[n:21]2)[CH2:11]1.[C:44]([OH:45])(=[O:46])[CH3:47].[CH3:41][CH2:42][OH:43]>>[C:1]([CH3:2])([CH3:3])([CH3:4])[O:5][C:6](=[O:7])[N:8]1[CH2:9][CH:10]([CH2:12][c:13]2[n:14]([CH3:40])[c:15]3[n:16][c:17](-[n:28]4[c:29]([CH:37]([CH3:38])[CH3:39])[n:30][c:31]5[c:32]4[cH:33][cH:34][cH:35][cH:36]5)[n:18][c:19]([N:22]4[CH2:23][CH2:24][O:25][CH2:26][CH2:27]4)[c:20]3[n:21]2)[CH2:11]1.